The task is: describe an organic reaction: reactants, conditions, products, and yield. This data is from the Open Reaction Database (ORD), a public repository of structured organic reaction records. Reactants: COc1ccccc1OCC#N, CCO, N. Product: COc1ccccc1OCN. RXN SMILES: [C:1](#[N:2])[CH2:3][O:4][c:5]1[c:6]([O:11][CH3:12])[cH:7][cH:8][cH:9][cH:10]1.[CH3:14][CH2:15][OH:16].[NH3:13]>>[CH2:3]([O:4][c:5]1[c:6]([O:11][CH3:12])[cH:7][cH:8][cH:9][cH:10]1)[NH2:13].